This data is from the Open Reaction Database (ORD), a public repository of structured organic reaction records. The task is: describe an organic reaction: reactants, conditions, products, and yield Reactants: COC(CC1CC2(CCN(CC2)C(=O)OC2C3CC4CC(CC2C4)C3)C3=CC=CC=C13)=O ((±)-2-Adamantyl 3-(2-methoxy-2-oxoethyl)-2,3-dihydrospiro[indene-1,4′-piperidine]-1′-carboxylate), CN (methylamine). Solvent: alcohol. Yields the product CNC(CC1CC2(CCN(CC2)C(=O)OC2C3CC4CC(CC2C4)C3)C3=CC=CC=C13)=O ((±)-2-adamantyl 3-(2-(methylamino)-2-oxoethyl)-2,3-dihydrospiro[indene-1,4′-piperidine]-1′-carboxylate). The yield is 37.0%. Reaction SMILES: C[O:2][C:3](=O)[CH2:4][CH:5]1[C:31]2[C:26](=[CH:27][CH:28]=[CH:29][CH:30]=2)[C:7]2([CH2:12][CH2:11][N:10]([C:13]([O:15][CH:16]3[CH:23]4[CH2:24][CH:19]5[CH2:20][CH:21]([CH2:25][CH:17]3[CH2:18]5)[CH2:22]4)=[O:14])[CH2:9][CH2:8]2)[CH2:6]1.[CH3:33][NH2:34]>>[CH3:33][NH:34][C:3](=[O:2])[CH2:4][CH:5]1[C:31]2[C:26](=[CH:27][CH:28]=[CH:29][CH:30]=2)[C:7]2([CH2:12][CH2:11][N:10]([C:13]([O:15][CH:16]3[CH:23]4[CH2:22][CH:21]5[CH2:20][CH:19]([CH2:18][CH:17]3[CH2:25]5)[CH2:24]4)=[O:14])[CH2:9][CH2:8]2)[CH2:6]1. Procedure details: (±)-2-Adamantyl 3-(2-methoxy-2-oxoethyl)-2,3-dihydrospiro[indene-1,4′-piperidine]-1′-carboxylate (33 mg, 0.075 mmol) was added to a solution of methylamine in alcohol (2 mL) at 0° C. The above mixture was heated under reflux overnight. LC-MS showed that the starting material was consumed completely. The mixture was evaporated to give a residue, which was purified by preparative HPLC to obtain (±)-2-adamantyl 3-(2-(methylamino)-2-oxoethyl)-2,3-dihydrospiro[indene-1,4′-piperidine]-1′-carboxylate (... Reactants: CC1CN(c2ccc([N+](=O)[O-])cc2C=O)CC(C)O1, CO, O=C1CC(=O)NC(=O)N1. Product: CC1CN(c2ccc([N+](=O)[O-])cc2C=C2C(=O)NC(=O)NC2=O)CC(C)O1. Reaction SMILES: [CH3:1][CH:2]1[O:3][CH:4]([CH3:19])[CH2:5][N:6]([c:8]2[c:9]([CH:10]=[O:11])[cH:12][c:13]([N+:16](=[O:17])[O-:18])[cH:14][cH:15]2)[CH2:7]1.[CH3:29][OH:30].[O:20]=[C:21]1[CH2:22][C:23](=[O:24])[NH:25][C:26](=[O:27])[NH:28]1>>[CH3:1][CH:2]1[O:3][CH:4]([CH3:19])[CH2:5][N:6]([c:8]2[c:9]([CH:10]=[C:22]3[C:21](=[O:20])[NH:28][C:26](=[O:27])[NH:25][C:23]3=[O:24])[cH:12][c:13]([N+:16](=[O:17])[O-:18])[cH:14][cH:15]2)[CH2:7]1. Reactants: CC(=O)O, CN1C2CCC1CC(O)(c1ccc(Cl)c(Cl)c1)C2, Cl. Yields the product CN1C2C=C(c3ccc(Cl)c(Cl)c3)CC1CC2. Reaction SMILES: [CH3:20][C:21](=[O:22])[OH:23].[Cl:1][c:2]1[cH:3][c:4]([C:9]2([OH:18])[CH2:10][CH:11]3[CH2:12][CH2:13][CH:14]([CH2:15]2)[N:16]3[CH3:17])[cH:5][cH:6][c:7]1[Cl:8].[ClH:19]>>[Cl:1][c:2]1[cH:3][c:4]([C:9]2=[CH:15][CH:14]3[CH2:13][CH2:12][CH:11]([CH2:10]2)[N:16]3[CH3:17])[cH:5][cH:6][c:7]1[Cl:8]. Reactants: CC(=O)NS(=O)(=O)c1cnc(Cl)cc1N, [Na+], O=C([O-])O. Product: CC1=NS(=O)(=O)c2cnc(Cl)cc2N1. RXN SMILES: [NH2:1][c:2]1[cH:3][c:4]([Cl:15])[n:5][cH:6][c:7]1[S:8](=[O:9])(=[O:10])[NH:11][C:12]([CH3:13])=[O:14].[Na+:20].[O-:16][C:17]([OH:18])=[O:19]>>[NH:1]1[c:2]2[cH:3][c:4]([Cl:15])[n:5][cH:6][c:7]2[S:8](=[O:9])(=[O:10])[N:11]=[C:12]1[CH3:13]. Reactants: CCOc1ncc(-c2cc(NC(=O)c3csc(C)n3)c3cn[nH]c3c2)cc1NS(=O)(=O)c1ccccc1, CC(=O)O, Cl, O. The product is Cc1nc(C(=O)Nc2cc(-c3cnc(O)c(NS(=O)(=O)c4ccccc4)c3)cc3[nH]ncc23)cs1. Reaction SMILES: [CH2:1]([CH3:2])[O:3][c:4]1[c:5]([NH:28][S:29](=[O:30])(=[O:31])[c:32]2[cH:33][cH:34][cH:35][cH:36][cH:37]2)[cH:6][c:7](-[c:10]2[cH:11][c:12]([NH:19][C:20](=[O:21])[c:22]3[n:23][c:24]([CH3:27])[s:25][cH:26]3)[c:13]3[cH:14][n:15][nH:16][c:17]3[cH:18]2)[cH:8][n:9]1.[CH3:38][C:39](=[O:40])[OH:41].[ClH:42].[OH2:43]>>[OH:3][c:4]1[c:5]([NH:28][S:29](=[O:30])(=[O:31])[c:32]2[cH:33][cH:34][cH:35][cH:36][cH:37]2)[cH:6][c:7](-[c:10]2[cH:11][c:12]([NH:19][C:20](=[O:21])[c:22]3[n:23][c:24]([CH3:27])[s:25][cH:26]3)[c:13]3[cH:14][n:15][nH:16][c:17]3[cH:18]2)[cH:8][n:9]1. The reactants are C1(=CC=CC=C1)CC(=O)O (phenyl acetic acid), BrC(C(=O)C1=CC=C(C=C1)S(=O)(=O)C)C (2-bromo-1-(4-methylsulfonylphenyl)-propan-1-one), O=O (O2), Cl (HCl), C1CCC2=NCCCN2CC1 (DBU). Run in CC#N (CH3CN), CCN(CC)CC (Et3N), [Cl-].[Na+].O (brine). Reaction conditions: time 8 hour. Yields the product OC1(C(=C(C(O1)=O)C1=CC=CC=C1)C1=CC=C(C=C1)S(=O)(=O)C)C (5-Hydroxy-5-methyl-4-(4-(methylsulfonyl)phenyl)-3-phenyl-2-(5H)-furanone). RXN SMILES: Br[CH:2]([CH3:15])[C:3]([C:5]1[CH:10]=[CH:9][C:8]([S:11]([CH3:14])(=[O:13])=[O:12])=[CH:7][CH:6]=1)=O.[C:16]1([CH2:22][C:23]([OH:25])=[O:24])[CH:21]=[CH:20][CH:19]=[CH:18][CH:17]=1.C1CCN2C(=NCCC2)CC1.[O:37]=O.Cl>CC#N.[Cl-].[Na+].O.CCN(CC)CC>[OH:37][C:2]1([CH3:15])[O:24][C:23](=[O:25])[C:22]([C:16]2[CH:21]=[CH:20][CH:19]=[CH:18][CH:17]=2)=[C:3]1[C:5]1[CH:10]=[CH:9][C:8]([S:11]([CH3:14])(=[O:13])=[O:12])=[CH:7][CH:6]=1 |f:6.7.8|. Procedure: A mixture of 2-bromo-1-(4-methylsulfonylphenyl)-propan-1-one (prepared using the methodology of WO 9500501, Ex. 9 Step 1) (8.7 g) and phenyl acetic acid (5 g) in 150 mL of CH3CN was treated with 8.5 mL of Et3N. The reaction mixture was stirred overnight at r.t. and then 12 mL of DBU was added dropwise over 2 min. After stirring for 1 h at r.t. O2 was bulbed into the mixture until it became colorless (in 45 min.). The reaction mixture was then poured into a solution of 80 mL 1N HCl and 100 mL of ...